Dataset: the Open Reaction Database (ORD), a public repository of structured organic reaction records. Task: describe an organic reaction: reactants, conditions, products, and yield The reactants are CC(=O)C (acetone), NN1C(=NC=2CCC3(CC2C1=O)OCCO3)CCCCN3CCN(CC3)C3=NC1=CC=CC=C1C=C3 (3-amino-6,6-ethylenedioxy-2-[4-(4-quinolin-2-ylpiperazin-1-yl)butyl]-5,6,7,8-tetrahydro-3H-quinazolin-4-one), C1(=CC=C(C=C1)S(=O)(=O)[O-])C.[NH+]1=CC=CC=C1 (pyridinium p-toluenesulfonate). Run in O (water). The product is C1OC2(CC=3C(N(C(=NC3CC2)CCCCN2CCN(CC2)C2=NC3=CC=CC=C3C=C2)N=C(C)C)=O)OC1 (6,6-ethylenedioxy-3-isopropylideneamino-2-[4-(4-quinolin-2-ylpiperazin-1-yl)butyl]-5,6,7,8-tetrahydro-3H-quinazolin-4-one). Isolated yield 78.0%. Reaction SMILES: [CH3:1][C:2]([CH3:4])=O.[NH2:5][N:6]1[C:15](=[O:16])[C:14]2[CH2:13][C:12]3([O:20][CH2:19][CH2:18][O:17]3)[CH2:11][CH2:10][C:9]=2[N:8]=[C:7]1[CH2:21][CH2:22][CH2:23][CH2:24][N:25]1[CH2:30][CH2:29][N:28]([C:31]2[CH:40]=[CH:39][C:38]3[C:33](=[CH:34][CH:35]=[CH:36][CH:37]=3)[N:32]=2)[CH2:27][CH2:26]1.C1(C)C=CC(S([O-])(=O)=O)=CC=1.[NH+]1C=CC=CC=1>O>[CH2:19]1[CH2:18][O:17][C:12]2([CH2:11][CH2:10][C:9]3[N:8]=[C:7]([CH2:21][CH2:22][CH2:23][CH2:24][N:25]4[CH2:26][CH2:27][N:28]([C:31]5[CH:40]=[CH:39][C:38]6[C:33](=[CH:34][CH:35]=[CH:36][CH:37]=6)[N:32]=5)[CH2:29][CH2:30]4)[N:6]([N:5]=[C:2]([CH3:4])[CH3:1])[C:15](=[O:16])[C:14]=3[CH2:13]2)[O:20]1 |f:2.3|. Procedure details: To a mixed solution of 29 ml of acetone and 1 ml of water, 229 mg of 3-amino-6,6-ethylenedioxy-2-[4-(4-quinolin-2-ylpiperazin-1-yl)butyl]-5,6,7,8-tetrahydro-3H-quinazolin-4-one as synthesized in Example 4-66 and 59 mg of pyridinium p-toluenesulfonate were added and heated under reflux for 112 hours. After cooling, the reaction mixture was extracted with methylene chloride, washed with water, dried over anhydrous magnesium sulfate, and the solvent was distilled off under reduced pressure. Purifyi...